From a dataset of the Open Reaction Database (ORD), a public repository of structured organic reaction records. describe an organic reaction: reactants, conditions, products, and yield Starting materials: CC(=O)OC(C)=O, CN(C)c1ccncc1, CNc1ccc(C(=O)NCC2CCCC2)cc1C(Cc1ccc(C(=O)OC)cc1OC)=NO. As a reaction SMILES: [CH3:34][C:35](=[O:36])[O:37][C:38](=[O:39])[CH3:40].[CH3:41][N:42]([CH3:43])[c:44]1[cH:45][cH:46][n:47][cH:48][cH:49]1.[CH:1]1([CH2:6][NH:7][C:8](=[O:9])[c:10]2[cH:11][cH:12][c:13]([NH:32][CH3:33])[c:14]([C:16]([CH2:17][c:18]3[c:19]([O:28][CH3:29])[cH:20][c:21]([C:22](=[O:23])[O:24][CH3:25])[cH:26][cH:27]3)=[N:30][OH:31])[cH:15]2)[CH2:2][CH2:3][CH2:4][CH2:5]1>>[CH:1]1([CH2:6][NH:7][C:8](=[O:9])[c:10]2[cH:11][cH:12][c:13]([NH:32][CH3:33])[c:14]([C:16]([CH2:17][c:18]3[c:19]([O:28][CH3:29])[cH:20][c:21]([C:22](=[O:23])[O:24][CH3:25])[cH:26][cH:27]3)=[N:30][O:31][C:35]([CH3:34])=[O:36])[cH:15]2)[CH2:2][CH2:3][CH2:4][CH2:5]1. Yields the product CNc1ccc(C(=O)NCC2CCCC2)cc1C(Cc1ccc(C(=O)OC)cc1OC)=NOC(C)=O. The reactants are ClC1=CC2=C(C(=NO2)C=2C(=NC=CC2OC2=CC=C(C=C2)Cl)CCC)C=C1O (6-chloro-3-[4-(4-chlorophenoxy)-2-propylpyridin-3-yl]1,2-benzisoxazol-5-ol), BrCC(=O)OC (methyl bromoacetate), C([O-])([O-])=O.[Cs+].[Cs+] (cesium carbonate). The solvent is CN(C)C=O (DMF), C(C)(=O)OCC (ethyl acetate). Reaction conditions: time 2 hour. Yields the product ClC1=CC2=C(C(=NO2)C=2C(=NC(=CC2)OC2=CC=C(C=C2)Cl)CCC)C=C1OCC(=O)O (({6-chloro-3-[6-(4-chlorophenoxy)-2-propylpyridin-3-yl]-1,2-benzisoxazol-5-yl}oxy)acetic acid). Reaction SMILES: [Cl:1][C:2]1[C:27]([OH:28])=[CH:26][C:5]2[C:6]([C:9]3[C:10]([CH2:23][CH2:24][CH3:25])=[N:11][CH:12]=[CH:13][C:14]=3OC3C=CC(Cl)=CC=3)=[N:7][O:8][C:4]=2[CH:3]=1.Br[CH2:30][C:31]([O:33]C)=[O:32].[C:35](=[O:38])([O-])[O-].[Cs+].[Cs+]>CN(C=O)C.C(OCC)(=O)C>[Cl:1][C:2]1[C:27]([O:28][CH2:30][C:31]([OH:33])=[O:32])=[CH:26][C:5]2[C:6]([C:9]3[C:10]([CH2:23][CH2:24][CH3:25])=[N:11][C:12]([O:38][C:35]4[CH:26]=[CH:27][C:2]([Cl:1])=[CH:3][CH:4]=4)=[CH:13][CH:14]=3)=[N:7][O:8][C:4]=2[CH:3]=1 |f:2.3.4|. Procedure details: A mixture of the phenol from Step 10 (0.42 g, 1.0 mmol), methyl bromoacetate (0.23 g, 1.5 mmol) and cesium carbonate (0.49 g, 1.5 mmol) in DMF (10 mL) was stirred at room temperature for 2 h. The reaction mixture was diluted with ethyl acetate, washed with water and concentrated. The residue was taken up in methanol (10 mL) and treated with 2 NNaOH (1.5 mL) for 1 h. The mixture was acidified with acetic acid (1 mL) and concentrated. The residue was purified by preparative HPLC on a RP-C18 column...